From a dataset of the Open Reaction Database (ORD), a public repository of structured organic reaction records. describe an organic reaction: reactants, conditions, products, and yield Reactants: C(C1=CC=CC=C1)N1CCC(=CC1)CCCC1=CC=CC=C1 (1-benzyl-4-(3-phenylpropyl)-1,2,3,6-tetrahydropyridine), solution, B.C1CCOC1 (BH3.THF), [OH-].[Na+] (NaOH), OO (H2O2). Run in C1CCOC1 (THF), C1CCOC1 (THF). Conditions: time 0.5 hour. The product is C(C1=CC=CC=C1)N1C[C@H]([C@@H](CC1)CCCC1=CC=CC=C1)O (1-benzyl (trans)-3-hydroxy-4-(3-phenylpropyl)piperidine). As a reaction SMILES: [CH2:1]([N:8]1[CH2:13][CH:12]=[C:11]([CH2:14][CH2:15][CH2:16][C:17]2[CH:22]=[CH:21][CH:20]=[CH:19][CH:18]=2)[CH2:10][CH2:9]1)[C:2]1[CH:7]=[CH:6][CH:5]=[CH:4][CH:3]=1.B.C1C[O:27]CC1.[OH-].[Na+].OO>C1COCC1>[CH2:1]([N:8]1[CH2:9][CH2:10][C@@H:11]([CH2:14][CH2:15][CH2:16][C:17]2[CH:22]=[CH:21][CH:20]=[CH:19][CH:18]=2)[C@H:12]([OH:27])[CH2:13]1)[C:2]1[CH:3]=[CH:4][CH:5]=[CH:6][CH:7]=1 |f:1.2,3.4|. Procedure: A solution of 0.590 g (2.02 mmol) of 1-benzyl-4-(3-phenylpropyl)-1,2,3,6-tetrahydropyridine and 4.4 mL of a 1M solution of BH3.THF in THF in 5 mL of THF was heated under reflux for 1 h. The mixture was cooled to rt, and 5 mL 1N NaOH and 5 mL 30% H2O2 were added and stirring was continued for 0.5 h. The mixture was partitioned between 75 mL of ether and 25 mL of H2O. The combined organic fractions were washed with sat'd NaCl solution, dried over MgSO4, filtered and the filtrate was concentrated. ...